Dataset: the Open Reaction Database (ORD), a public repository of structured organic reaction records. Task: describe an organic reaction: reactants, conditions, products, and yield Reactants: ice, [NH4+].[Cl-] (NH4Cl), C(CC(O)(C(=O)O)CC(=O)O)(=O)O (citric acid), C(=O)(OC(C)(C)C)N[C@@H](CC1=CC=C(C=C1)OC)[C@@H]1C[C@H](C(O1)=O)CC1=CC=CC=C1 (5(S)-[1(S)-(Boc-amino)-2-(p-methoxy-phenyl)-ethyl]-3(R)-(phenylmethyl)dihydrofuran-2-(3H)-one), C(OC)COC (dimethoxyethane), [OH-].[Li+] (lithium hydroxide), ( II ). Run in C(Cl)Cl (methylene chloride), O (water), CO (Methanol). Run at time 20 hour. Yields the product C(=O)(OC(C)(C)C)N[C@H]([C@H](C[C@H](C(=O)O)CC1=CC=CC=C1)O)CC1=CC=C(C=C1)OC (5(S)-(Boc-Amino)-4(S)-hydroxy-6-(p-methoxyphenyl)-2(R)-(phenylmethyl)hexanoic acid). RXN SMILES: [C:1]([NH:8][C@H:9]([C@H:19]1[O:23][C:22](=[O:24])[C@H:21]([CH2:25][C:26]2[CH:31]=[CH:30][CH:29]=[CH:28][CH:27]=2)[CH2:20]1)[CH2:10][C:11]1[CH:16]=CC(OC)=[CH:13][CH:12]=1)([O:3][C:4]([CH3:7])([CH3:6])[CH3:5])=[O:2].[OH-].[Li+].[NH4+].[Cl-].C(O)(=O)CC(CC(O)=O)(C(O)=O)[OH:39].[CH2:49]([CH2:52][O:53][CH3:54])OC>O.CO.C(Cl)Cl>[C:1]([NH:8][C@@H:9]([CH2:10][C:11]1[CH:16]=[CH:49][C:52]([O:53][CH3:54])=[CH:13][CH:12]=1)[C@@H:19]([OH:39])[CH2:20][C@@H:21]([CH2:25][C:26]1[CH:27]=[CH:28][CH:29]=[CH:30][CH:31]=1)[C:22]([OH:23])=[O:24])([O:3][C:4]([CH3:7])([CH3:5])[CH3:6])=[O:2] |f:1.2,3.4|. Reported procedure: 3.00 g (7.05 mmol) of 5(S)-[1(S)-(Boc-amino)-2-(p-methoxy-phenyl)-ethyl]-3(R)-(phenylmethyl)dihydrofuran-2-(3H)-one in 112 ml of dimethoxyethane and 57 ml of water are hydrolysed, under protective gas, with 28 ml of 1M lithium hydroxide solution. After 20 h at RT, the reaction mixture is poured onto an ice-cold mixture of 340 ml of sat. NH4Cl solution, 28 ml of 10% citric acid solution and 140 ml of methylene chloride. Methanol is added in order to dissolve the product completely. The aqueous ph... Run in C(C)(C)O (isopropanol). Product: CC(CO)(C)NC1=NC(=NC2=CC=CC=C12)C1=CC=CC=C1 (2-Methyl-2-[(2-phenyl-4-quinazolinyl)amino]-1-propanol). RXN SMILES: [C:1]1([C:7]2[N:16]=[C:15](Cl)[C:14]3[C:9](=[CH:10][CH:11]=[CH:12][CH:13]=3)[N:8]=2)[CH:6]=[CH:5][CH:4]=[CH:3][CH:2]=1.[NH2:18][C:19]([CH3:23])([CH3:22])[CH2:20][OH:21]>C(O)(C)C>[CH3:22][C:19]([NH:18][C:15]1[C:14]2[C:9](=[CH:10][CH:11]=[CH:12][CH:13]=2)[N:8]=[C:7]([C:1]2[CH:6]=[CH:5][CH:4]=[CH:3][CH:2]=2)[N:16]=1)([CH3:23])[CH2:20][OH:21]. Procedure: A mixture containing 12 g (0.05 mole) of 2 phenyl-4-chloroquinazoline, 4.5 g (0.05 mole) of 2-amino-2-methyl-1-propanol and 150 ml of isopropanol was refluxed for 4 hrs and filtered. The reaction mixture cooled to room temperature and filtered. The filtrate was concentrated to dryness under reduced pressure. The semi-solid residue was recrystallized with water to give 2.2 g of the title compound, m.p. 136°-138° C. Starting materials: 2, C1(=CC=CC=C1)C1=NC2=CC=CC=C2C(=N1)Cl (phenyl-4-chloroquinazoline), NC(CO)(C)C (2-amino-2-methyl-1-propanol). Reactants: O=C([O-])[O-], Cc1ccccc1, CC(C)OC(=O)Cl, [K+], [K+], O, c1ccc(C2NCCc3ccccc32)cc1. The product is CC(C)OC(=O)N1CCc2ccccc2C1c1ccccc1. RXN SMILES: [C:31](=[O:32])([O-:33])[O-:34].[CH3:24][c:25]1[cH:26][cH:27][cH:28][cH:29][cH:30]1.[Cl:17][C:18](=[O:19])[O:20][CH:21]([CH3:22])[CH3:23].[K+:35].[K+:36].[OH2:37].[c:1]1([CH:7]2[NH:8][CH2:9][CH2:10][c:11]3[cH:12][cH:13][cH:14][cH:15][c:16]32)[cH:2][cH:3][cH:4][cH:5][cH:6]1>>[c:1]1([CH:7]2[N:8]([C:18](=[O:19])[O:20][CH:21]([CH3:22])[CH3:23])[CH2:9][CH2:10][c:11]3[cH:12][cH:13][cH:14][cH:15][c:16]32)[cH:2][cH:3][cH:4][cH:5][cH:6]1. Starting materials: Brc1ccc(Br)cc1, O=C1CCC2(CC1)OCCO2, [Li]CCCC, CCCCCC, C1CCOC1. Yields the product OC1(c2ccc(Br)cc2)CCC2(CC1)OCCO2. RXN SMILES: [Br:6][c:7]1[cH:8][cH:9][c:10]([Br:11])[cH:12][cH:13]1.[CH2:14]1[CH2:15][O:16][C:17]2([CH2:18][CH2:19][C:20](=[O:23])[CH2:21][CH2:22]2)[O:24]1.[CH2:1]([Li:2])[CH2:3][CH2:4][CH3:5].[CH3:25][CH2:26][CH2:27][CH2:28][CH2:29][CH3:30].[O:31]1[CH2:32][CH2:33][CH2:34][CH2:35]1>>[c:7]1([C:20]2([OH:23])[CH2:19][CH2:18][C:17]3([O:16][CH2:15][CH2:14][O:24]3)[CH2:22][CH2:21]2)[cH:8][cH:9][c:10]([Br:11])[cH:12][cH:13]1. The reactants are C(C=C)P(=O)(CC=C)C(NC(NCCCC(=O)OCC1C2=CC=CC=C2C=2C=CC=CC12)=O)P(=O)(CC=C)CC=C ((9H-Fluoren-9-yl)methyl 4-(3-(bis(diallylphosphoryl)methyl)ureido)butanoate), N1CCCCC1 (piperidine). Solvent: CN(C)C=O (DMF), C(=O)(O)[O-].[Na+] (NaHCO3). Reaction conditions: time 50 minute. Yields the product C(C=C)P(=O)(CC=C)C(NC(NCCCC(=O)O)=O)P(=O)(CC=C)CC=C (4-(3-(Bis(diallylphosphoryl)methyl)ureido)butanoic acid). Isolated yield 105.8%. Reaction SMILES: [CH2:1]([P:4]([CH:9]([P:34]([CH2:39][CH:40]=[CH2:41])([CH2:36][CH:37]=[CH2:38])=[O:35])[NH:10][C:11](=[O:33])[NH:12][CH2:13][CH2:14][CH2:15][C:16]([O:18]CC1C2C=CC=CC=2C2C1=CC=CC=2)=[O:17])([CH2:6][CH:7]=[CH2:8])=[O:5])[CH:2]=[CH2:3].N1CCCCC1>CN(C=O)C.C([O-])(O)=O.[Na+]>[CH2:1]([P:4]([CH:9]([P:34]([CH2:36][CH:37]=[CH2:38])([CH2:39][CH:40]=[CH2:41])=[O:35])[NH:10][C:11](=[O:33])[NH:12][CH2:13][CH2:14][CH2:15][C:16]([OH:18])=[O:17])([CH2:6][CH:7]=[CH2:8])=[O:5])[CH:2]=[CH2:3] |f:3.4|. Reported procedure: Ester 152 (778 mg, 1.18 mmol) was treated with a 5% v/v solution of piperidine in DMF (6 mL). After stirring for 50 min, the reaction mixture was diluted with saturated NaHCO3 solution and washed once with Et2O. The aqueous layer was acidified to pH 2 with conc. HCl solution and extracted with a 4:1 mixture of CHCl3/i-PrOH (3×). The organic layers were combined, dried over MgSO4, filtered and concentrated to dryness, yielding acid 153 as yellowish oil (520 mg, 92%) which was used without purific...